From a dataset of the Open Reaction Database (ORD), a public repository of structured organic reaction records. describe an organic reaction: reactants, conditions, products, and yield Starting materials: C(C)(=O)OC1C2=CC=CC=C2OC=2C=CC=CC12 (9-acetoxyxanthene), C(C)N1CC(CCC1)NC (1-ethyl-3-methylaminopiperidine). Run in C1=CC=CC=C1 (benzene). Yields the product CN(C1CN(CCC1)CC)C1C2=CC=CC=C2OC=2C=CC=CC12 (N-methyl-N-(N-ethyl-3-piperidinyl)-9-xanthenylamine). Reaction SMILES: C(O[CH:5]1[C:18]2[CH:17]=[CH:16][CH:15]=[CH:14][C:13]=2[O:12][C:11]2[C:6]1=[CH:7][CH:8]=[CH:9][CH:10]=2)(=O)C.[CH2:19]([N:21]1[CH2:26][CH2:25][CH2:24][CH:23]([NH:27][CH3:28])[CH2:22]1)[CH3:20]>C1C=CC=CC=1>[CH3:28][N:27]([CH:5]1[C:6]2[CH:7]=[CH:8][CH:9]=[CH:10][C:11]=2[O:12][C:13]2[C:18]1=[CH:17][CH:16]=[CH:15][CH:14]=2)[CH:23]1[CH2:24][CH2:25][CH2:26][N:21]([CH2:19][CH3:20])[CH2:22]1. Reported procedure: A solution of 3.7 g. (15.4 mmoles) of 9-acetoxyxanthene and 2.2 g. (15.5 mmoles) of 1-ethyl-3-methylaminopiperidine in 80 ml. of benzene was refluxed under nitrogen for 22.5 hours. It was then cooled to room temperature, washed with aqueous sodium bicarbonate solution, and dried over potassium carbonate. After removal of solvent in vacuo, the residue was dissolved in 25 ml. of petroleum ether and filtered from a small amount of crystals. The filtrate was then concentrated in vacuo and chromatogr... The reactants are COC(=O)Cc1c(Br)csc1Br, O=C(O)c1ccc(B(O)O)cc1, CC#N, c1ccc(P(c2ccccc2)(c2ccccc2)[Pd](P(c2ccccc2)(c2ccccc2)c2ccccc2)(P(c2ccccc2)(c2ccccc2)c2ccccc2)P(c2ccccc2)(c2ccccc2)c2ccccc2)cc1. Product: COC(=O)Cc1c(Br)csc1-c1ccc(C(=O)O)cc1. RXN SMILES: [Br:1][c:2]1[s:3][cH:4][c:5]([Br:12])[c:6]1[CH2:7][C:8](=[O:9])[O:10][CH3:11].[C:13](=[O:14])([OH:15])[c:16]1[cH:17][cH:18][c:19]([B:22]([OH:23])[OH:24])[cH:20][cH:21]1.[CH3:102][C:103]#[N:104].[cH:25]1[cH:26][cH:27][c:28]([P:29]([Pd:30]([P:31]([c:32]2[cH:33][cH:34][cH:35][cH:36][cH:37]2)([c:38]2[cH:39][cH:40][cH:41][cH:42][cH:43]2)[c:44]2[cH:45][cH:46][cH:47][cH:48][cH:49]2)([P:50]([c:51]2[cH:52][cH:53][cH:54][cH:55][cH:56]2)([c:57]2[cH:58][cH:59][cH:60][cH:61][cH:62]2)[c:63]2[cH:64][cH:65][cH:66][cH:67][cH:68]2)[P:69]([c:70]2[cH:71][cH:72][cH:73][cH:74][cH:75]2)([c:76]2[cH:77][cH:78][cH:79][cH:80][cH:81]2)[c:82]2[cH:83][cH:84][cH:85][cH:86][cH:87]2)([c:88]2[cH:89][cH:90][cH:91][cH:92][cH:93]2)[c:94]2[cH:95][cH:96][cH:97][cH:98][cH:99]2)[cH:100][cH:101]1>>[c:2]1(-[c:19]2[cH:18][cH:17][c:16]([C:13](=[O:14])[OH:15])[cH:21][cH:20]2)[s:3][cH:4][c:5]([Br:12])[c:6]1[CH2:7][C:8](=[O:9])[O:10][CH3:11]. Starting materials: CC(C)(C)C1=NC=C(C=N1)C(C(=O)O)C(C)(C)C ((RS)-2-[2-(1,1-dimethylethyl)pyrimidin-5-yl]-3,3-dimethylbutanoic acid), FC1=C(CO)C(=C(C(=C1F)COC)F)F (2,3,5,6-tetrafluoro-4-(methoxymethyl)benzyl alcohol), C1(CCCCC1)N=C=NC1CCCCC1 (N,N'-dicyclohexylcarbodiimide). Reagents/catalysts: CN(C1=CC=NC=C1)C (4-dimethylaminopyridine). The solvent is ClCCl (dichloromethane). Conditions: time 18 hour. Yields the product CC(C)(C)C1=NC=C(C=N1)C(C(=O)OCC1=C(C(=C(C(=C1F)F)COC)F)F)C(C)(C)C (2,3,5,6-tetrafluoro-4-(methoxymethyl)benzyl (RS)-2-[2-(1,1-dimethylethyl)pyrimidin-5-yl]-3,3-dimethylbutanoate). As a reaction SMILES: [CH3:1][C:2]([C:5]1[N:10]=[CH:9][C:8]([CH:11]([C:15]([CH3:18])([CH3:17])[CH3:16])[C:12]([OH:14])=[O:13])=[CH:7][N:6]=1)([CH3:4])[CH3:3].[F:19][C:20]1[C:27]([F:28])=[C:26]([CH2:29][O:30][CH3:31])[C:25]([F:32])=[C:24]([F:33])[C:21]=1[CH2:22]O.C1(N=C=NC2CCCCC2)CCCCC1>CN(C)C1C=CN=CC=1.ClCCl>[CH3:4][C:2]([C:5]1[N:6]=[CH:7][C:8]([CH:11]([C:15]([CH3:18])([CH3:17])[CH3:16])[C:12]([O:14][CH2:22][C:21]2[C:24]([F:33])=[C:25]([F:32])[C:26]([CH2:29][O:30][CH3:31])=[C:27]([F:28])[C:20]=2[F:19])=[O:13])=[CH:9][N:10]=1)([CH3:1])[CH3:3]. Procedure details: A solution of (RS)-2-[2-(1,1-dimethylethyl)pyrimidin-5-yl]-3,3-dimethylbutanoic acid (0.1 q), 2,3,5,6-tetrafluoro-4-(methoxymethyl)benzyl alcohol (0.089 g) and 4-dimethylaminopyridine (0.002 g) in dry dichloromethane (4 cm3) was stirred at the ambient temperature (20° C.) whilst N,N'-dicyclohexylcarbodiimide (0.084 g) was added in portions; the mixture was stirred for 18 hours. The solution was passed through silica gel and the silica gel eluted with, firstly, dichloromethane and, secondly a 50:... Starting materials: O=C(CBr)OCc1ccccc1, O=C([O-])[O-], ClC(Cl)Cl, Cl, [Cs+], [Cs+], CN(C)C=O, O=C(C(=O)c1cc(I)c(O)c(I)c1)c1cc(I)c(O)c(I)c1. Product: O=C(COc1c(I)cc(C(=O)C(=O)c2cc(I)c(O)c(I)c2)cc1I)OCc1ccccc1. RXN SMILES: [Br:29][CH2:30][C:31](=[O:32])[O:33][CH2:34][c:35]1[cH:36][cH:37][cH:38][cH:39][cH:40]1.[C:1](=[O:2])([O-:3])[O-:4].[CH:47]([Cl:48])([Cl:49])[Cl:50].[ClH:41].[Cs+:5].[Cs+:6].[O:42]=[CH:43][N:44]([CH3:45])[CH3:46].[OH:7][c:8]1[c:9]([I:28])[cH:10][c:11]([C:15]([C:16](=[O:17])[c:18]2[cH:19][c:20]([I:26])[c:21]([OH:25])[c:22]([I:24])[cH:23]2)=[O:27])[cH:12][c:13]1[I:14]>>[O:7]([c:8]1[c:9]([I:28])[cH:10][c:11]([C:15]([C:16](=[O:17])[c:18]2[cH:19][c:20]([I:26])[c:21]([OH:25])[c:22]([I:24])[cH:23]2)=[O:27])[cH:12][c:13]1[I:14])[CH2:30][C:31](=[O:32])[O:33][CH2:34][c:35]1[cH:36][cH:37][cH:38][cH:39][cH:40]1. Reactants: C(=O)C1=CC=C(C#N)C=C1 (4-Formyl-benzonitrile), C(#C)[Mg]Br (ethynyl magnesium bromide). Run in O1CCCC1 (tetrahydrofuran). Run at temperature -78 celsius, time 30 minute. The product is OC(C#C)C1=CC=C(C#N)C=C1 (4-(1-Hydroxy-prop-2-ynyl)-benzonitrile). Reaction SMILES: [CH:1]([C:3]1[CH:10]=[CH:9][C:6]([C:7]#[N:8])=[CH:5][CH:4]=1)=[O:2].[C:11]([Mg]Br)#[CH:12]>O1CCCC1>[OH:2][CH:1]([C:3]1[CH:10]=[CH:9][C:6]([C:7]#[N:8])=[CH:5][CH:4]=1)[C:11]#[CH:12]. Procedure: To a solution of 4-Formyl-benzonitrile (1.5 grams, 10.0 mmole) in tetrahydrofuran (20 ml) at −78° C. was added 0.5 M ethynyl magnesium bromide (26 ml, 13.0 mmole) dropwise. The mixture was stirred at −78° C. for 30 minutes and allowed to warm to room temperature over one hour. The reaction was cooled to 0° C., quenched with 10 ml methanol, poured into 200 ml water, acidified with oxalic acid and extracted with diethyl ether. The combined extracts were washed with water and brine, dried over MgSO... The reactants are ice, NC1=C(C=C(C(=O)OC)C=C1)NCCCC (methyl 4-amino-3-(butylamino)benzoate), C([O-])(O)=O.[Na+] (sodium bicarbonate), CC(=O)CC(C)C.O (isobutyl methyl ketone water), ClCC(=O)Cl (chloroacetyl chloride). The solvent is C(Cl)(Cl)Cl (chloroform). Reaction conditions: time 1 hour. The product is C(CCC)N1C(CNC2=CC=C(C=C12)C(=O)OC)=O (Methyl 4-butyl-3-oxo-1,2,3,4-tetrahydroquinoxaline-6-carboxylate). As a reaction SMILES: [NH2:1][C:2]1[CH:11]=[CH:10][C:5]([C:6]([O:8][CH3:9])=[O:7])=[CH:4][C:3]=1[NH:12][CH2:13][CH2:14][CH2:15][CH3:16].C(=O)(O)[O-].[Na+].[CH3:22][C:23](CC(C)C)=[O:24].O.ClCC(Cl)=O>C(Cl)(Cl)Cl>[CH2:13]([N:12]1[C:3]2[C:2](=[CH:11][CH:10]=[C:5]([C:6]([O:8][CH3:9])=[O:7])[CH:4]=2)[NH:1][CH2:22][C:23]1=[O:24])[CH2:14][CH2:15][CH3:16] |f:1.2,3.4|. Procedure details: To an ice-cold, stirred solution of methyl 4-amino-3-(butylamino)benzoate (950 mg) and sodium bicarbonate (862 mg) in 1:1 isobutyl methyl ketone/water (20 mL) was added chloroacetyl chloride (0.41 mL), and the mixture was stirred for 1 h. The mixture was warmed to room temperature and refluxed for 14 h. The mixture was cooled to room temperature, diluted with chloroform, and separated. The organic layer was washed with water, and brine, dried (magnesium sulfate), filtered, and concentrated under... Starting materials: BrBr, CC(=O)O, N#Cc1ccc(N)nc1. Yields the product N#Cc1cnc(N)c(Br)c1. As a reaction SMILES: [Br:10][Br:11].[C:12]([OH:13])(=[O:14])[CH3:15].[NH2:1][c:2]1[n:3][cH:4][c:5]([C:6]#[N:7])[cH:8][cH:9]1>>[NH2:1][c:2]1[n:3][cH:4][c:5]([C:6]#[N:7])[cH:8][c:9]1[Br:10]. Reactants: B.C1CCOC1 (BH3.THF), B.C1CCOC1 (BH3.THF), Cl (HCl), CO (methanol), Cl (HCl), ClC1=C(C(=CC=C1)Cl)N(C(=O)C1=CC=NC=C1)CC(COCC(C)C)N1CCCC1 (N-(2,6-dichlorophenyl)-N-[3-(2-methylpropoxy)-2-(pyrrolidinyl)propyl]-4-pyridinecarboxamide), Cl (HCl), oil. Run in C1CCOC1 (THF), C1CCOC1 (THF), CCOCC (ether). Conditions: temperature 25 celsius, time 1 hour. Yields the product Cl.Cl.ClC1=C(C(=CC=C1)Cl)N(CC(N1CCCC1)COCC(C)(C)C)CC1=CC=NC=C1 (N-(2,6-Dichlorophenyl)-beta-[(2,2-dimethylpropoxy)methyl]-N-(4-pyridinylmethyl)-1-pyrrolidineethanamine Dihydrochloride). RXN SMILES: [Cl:1][C:2]1[CH:7]=[CH:6][CH:5]=[C:4]([Cl:8])[C:3]=1[N:9]([CH2:18][CH:19]([N:26]1[CH2:30][CH2:29][CH2:28][CH2:27]1)[CH2:20][O:21][CH2:22][CH:23]([CH3:25])[CH3:24])[C:10]([C:12]1[CH:17]=[CH:16][N:15]=[CH:14][CH:13]=1)=O.B.[CH2:32]1COCC1.CO.[ClH:39]>C1COCC1.CCOCC>[ClH:1].[ClH:39].[Cl:1][C:2]1[CH:7]=[CH:6][CH:5]=[C:4]([Cl:8])[C:3]=1[N:9]([CH2:10][C:12]1[CH:17]=[CH:16][N:15]=[CH:14][CH:13]=1)[CH2:18][CH:19]([CH2:20][O:21][CH2:22][C:23]([CH3:32])([CH3:25])[CH3:24])[N:26]1[CH2:30][CH2:29][CH2:28][CH2:27]1 |f:1.2,7.8.9|. Reported procedure: A suspension of 6 g (0.017 m) of N-(2,6-dichlorophenyl)-beta[(2,2-dimethylpropoxy)methyl]-1-pyrrolidineethanamine (the compound of Example 4b.), 4.2 g (0.042 m) of triethylamine, 3.28 g (0.018 m) of 4-picolinoylchloride in 100 ml of dry toluene was stirred at gentle reflux for 2.5 hrs then for 18 hrs at 25° C. Ether (50 ml), then ice and water were added followed by 3N NaOH. The aqueous layer was separated and extracted twice with EtOAc. The combined organic solution was washed with water then b... Reactants: CI (Methyl iodide), FC1(OC2=C(O1)C=CC=C2B(O)O)F ((2,2-difluoro-1,3-benzodioxol-4-yl)boronic acid), FC1(OC2=C(O1)C=CC=C2B(O)O)F ((2,2-difluoro-1,3-benzodioxol-4-yl)boronic acid), [Li]C(C)CC (sec-BuLi), C1CCCCC1 (cyclohexane). Run in C1CCOC1 (THF). Conditions: temperature -78 celsius, time 1.5 hour. Yields the product FC1(OC2=C(O1)C(=CC=C2B(O)O)C)F ((2,2-difluoro-7-methyl-1,3-benzodioxol-4-yl)boronic acid). RXN SMILES: [F:1][C:2]1([F:14])[O:6][C:5]2[CH:7]=[CH:8][CH:9]=[C:10]([B:11]([OH:13])[OH:12])[C:4]=2[O:3]1.[Li][CH:16](CC)C.C1CCCCC1.CI>C1COCC1>[F:14][C:2]1([F:1])[O:6][C:5]2[C:7]([CH3:16])=[CH:8][CH:9]=[C:10]([B:11]([OH:13])[OH:12])[C:4]=2[O:3]1. Procedure details: (2,2-difluoro-1,3-benzodioxol-4-yl)boronic acid (Intermediate 195, crude material) was dissolved in THF (20 mL) and the resulting solution cooled down to −78° C. sec-BuLi 1.4M solution in cyclohexane (17.4 ml, 24.36 mmol) was added dropwise and the reaction mixture was stirred for 1.5 hours at −78° C. Methyl iodide (4.6 ml, 73 mmol) was then added and the reaction mixture was stirred for 2 hours while the temperature was allowed to reach room temperature. The reaction was quenched by addition of... Starting materials: COc1ccccc1B(O)O, Cl, O=C(NC1CN2CCC1CC2)c1cc2cccc(Br)c2s1, [Na+], [Na+], O=C([O-])[O-], CN(C)C=O. Yields the product Cl, COc1ccccc1-c1cccc2cc(C(=O)NC3CN4CCC3CC4)sc12. RXN SMILES: [CH3:29][O:30][c:31]1[c:32]([B:37]([OH:38])[OH:39])[cH:33][cH:34][cH:35][cH:36]1.[ClH:7].[N:8]12[CH2:9][CH:10]([NH:16][C:17](=[O:18])[c:19]3[s:20][c:21]4[c:22]([cH:23]3)[cH:24][cH:25][cH:26][c:27]4[Br:28])[CH:11]([CH2:12][CH2:13]1)[CH2:14][CH2:15]2.[Na+:1].[Na+:2].[O-:3][C:4](=[O:5])[O-:6].[O:40]=[CH:41][N:42]([CH3:43])[CH3:44]>>[ClH:7].[N:8]12[CH2:9][CH:10]([NH:16][C:17](=[O:18])[c:19]3[s:20][c:21]4[c:22]([cH:23]3)[cH:24][cH:25][cH:26][c:27]4-[c:32]3[c:31]([O:30][CH3:29])[cH:36][cH:35][cH:34][cH:33]3)[CH:11]([CH2:12][CH2:13]1)[CH2:14][CH2:15]2.